This data is from the Open Reaction Database (ORD), a public repository of structured organic reaction records. The task is: describe an organic reaction: reactants, conditions, products, and yield The reactants are O=C(O)c1cc2[nH]c(=O)c3nnc(C4CCOCC4)n3c2cc1Br, O=C([O-])O, CO, [Na+], O=S(=O)(O)O. Yields the product COC(=O)c1cc2[nH]c(=O)c3nnc(C4CCOCC4)n3c2cc1Br. As a reaction SMILES: [Br:1][c:2]1[c:3]([C:22](=[O:23])[OH:24])[cH:4][c:5]2[nH:6][c:7](=[O:21])[c:8]3[n:9]([c:10]2[cH:11]1)[c:12]([CH:15]1[CH2:16][CH2:17][O:18][CH2:19][CH2:20]1)[n:13][n:14]3.[C:30](=[O:31])([O-:32])[OH:33].[CH3:35][OH:36].[Na+:34].[S:25](=[O:26])(=[O:27])([OH:28])[OH:29]>>[Br:1][c:2]1[c:3]([C:22](=[O:23])[O:24][CH3:30])[cH:4][c:5]2[nH:6][c:7](=[O:21])[c:8]3[n:9]([c:10]2[cH:11]1)[c:12]([CH:15]1[CH2:16][CH2:17][O:18][CH2:19][CH2:20]1)[n:13][n:14]3. Starting materials: [NH4+].[Cl-] (NH4Cl), COC(=O)C=1N=CC2=CC(=CC=C2C1OCC1=CC=CC=C1)Br (4-benzyloxy-7-bromo-isoquinoline-3-carboxylic acid methyl ester), C1CCOC1 (THF), [Br-].C(C1=CC=CC=C1)[Zn+] (benzylzinc bromide). Reagents/catalysts: C=1C=CC(=CC1)[P](C=2C=CC=CC2)(C=3C=CC=CC3)[Pd]([P](C=4C=CC=CC4)(C=5C=CC=CC5)C=6C=CC=CC6)([P](C=7C=CC=CC7)(C=8C=CC=CC8)C=9C=CC=CC9)[P](C=1C=CC=CC1)(C=1C=CC=CC1)C=1C=CC=CC1 (Pd(PPh3)4). Run in C(Cl)Cl (CH2Cl2). Product: COC(=O)C=1N=CC2=CC(=CC=C2C1O)CC1=CC=CC=C1 (7-Benzyl-4-hydroxy-isoquinoline-3-carboxylic acid methyl ester). The yield is 16.2%. As a reaction SMILES: [CH3:1][O:2][C:3]([C:5]1[N:6]=[CH:7][C:8]2[C:13]([C:14]=1[O:15]CC1C=CC=CC=1)=[CH:12][CH:11]=[C:10](Br)[CH:9]=2)=[O:4].C1COCC1.[Br-].[CH2:30]([Zn+])[C:31]1[CH:36]=[CH:35][CH:34]=[CH:33][CH:32]=1.[NH4+].[Cl-]>C1C=CC([P]([Pd]([P](C2C=CC=CC=2)(C2C=CC=CC=2)C2C=CC=CC=2)([P](C2C=CC=CC=2)(C2C=CC=CC=2)C2C=CC=CC=2)[P](C2C=CC=CC=2)(C2C=CC=CC=2)C2C=CC=CC=2)(C2C=CC=CC=2)C2C=CC=CC=2)=CC=1.C(Cl)Cl>[CH3:1][O:2][C:3]([C:5]1[N:6]=[CH:7][C:8]2[C:13]([C:14]=1[OH:15])=[CH:12][CH:11]=[C:10]([CH2:30][C:31]1[CH:36]=[CH:35][CH:34]=[CH:33][CH:32]=1)[CH:9]=2)=[O:4] |f:2.3,4.5,^1:43,45,64,83|. Procedure: To a mixture of 4-benzyloxy-7-bromo-isoquinoline-3-carboxylic acid methyl ester (150 mg, 0.40 mmol), Pd(PPh3)4 (47 mg, 0.040 mmol) and THF (4 mL) was added benzylzinc bromide (2 mL, 1.0 mmol, 0.5 M in THF), and the resulting mixture was refluxed for 16 h under nitrogen atmosphere. After cooling the mixture to r.t., saturated NH4Cl (50 mL) and CH2Cl2 (50 mL) were added. The aqueous layer was extracted with additional CH2Cl2, and the organic layers were combined and dried over MgSO4. After evapora...